Dataset: the Open Reaction Database (ORD), a public repository of structured organic reaction records. Task: describe an organic reaction: reactants, conditions, products, and yield Reactants: C(=O)(OCC1=CC=CC=C1)N1C=CCC1 (Cbz Pyrroline), C[N+]1(CCOCC1)[O-] (NMO), O (water), OS(=O)[O-].[Na+] (NaHSO3). Reaction SMILES: [C:1]([N:11]1[CH2:15][CH2:14][CH:13]=[CH:12]1)([O:3][CH2:4][C:5]1[CH:10]=[CH:9][CH:8]=[CH:7][CH:6]=1)=[O:2].C[N+]1([O-])CC[O:20]CC1.OS([O-])=O.[Na+].[OH2:29]>C1COCC1.CC(O)(C)C.[Os](=O)(=O)(=O)=O>[OH:29][CH:13]1[CH:14]([OH:20])[CH2:15][N:11]([C:1]([O:3][CH2:4][C:5]2[CH:10]=[CH:9][CH:8]=[CH:7][CH:6]=2)=[O:2])[CH2:12]1 |f:2.3|. The reagents and catalysts are [Os](=O)(=O)(=O)=O (osmium tetraoxide). Run in C1CCOC1 (THF), CC(C)(C)O (t-BuOH). Run at time 2 hour. Procedure details: In a 500 mL RBF, the Cbz Pyrroline (15 g, 73.8 mmol) was dissolved in a mixture of 100 mL THF, 60 mL t-BuOH and 40 mL water for addition of the NMO (30.6 ml, 148 mmol) solution followed by the osmium tetraoxide (0.925 ml, 0.074 mmol) solution. Heated in a 70 C. oil bath. Solution slowly went from yellow to brown. After 2 h, cooled to RT and added 50 mL 10% aqueous NaHSO3. Concentrated and partitioned between 100 mL brine and 100 mL EtOAc. Separated layers and extracted with 100 mL EtOAc. Dried o... Yields the product OC1CN(CC1O)C(=O)OCC1=CC=CC=C1 (Benzyl 3,4-dihydroxypyrrolidine-1-carboxylate). The reactants are Cl (hydrochloric acid), [OH-].[K+] (Potassium hydroxide), O (water), C(C1=CC=CC=C1)OC1=CC=C2N3C(=C(C(=C13)C(=O)OC)C(=O)OC)C(=C2CC)C2=CC=C(C=C2)OCC2=CC=CC=C2 (Dimethyl 7-Benzyloxy-3-(4-benzyloxyphenyl)-4-ethylpyrrolo[2,1,5-cd]indolizine-1,2-dicarboxylate). The solvent is CO (methanol). The product is C(C1=CC=CC=C1)OC1=CC=C2N3C(=C(C(=C13)C(=O)O)C(=O)O)C(=C2CC)C2=CC=C(C=C2)OCC2=CC=CC=C2 (7-Benzyloxy-3-(4-benzyloxyphenyl)-4-ethylpyrrolo[2,1,5-cd]indolizine-1,2-dicarboxylic acid). Reaction SMILES: [CH2:1]([O:8][C:9]1[C:17]2[N:13]3[C:14]([C:26]([C:30]4[CH:35]=[CH:34][C:33]([O:36][CH2:37][C:38]5[CH:43]=[CH:42][CH:41]=[CH:40][CH:39]=5)=[CH:32][CH:31]=4)=[C:27]([CH2:28][CH3:29])[C:12]3=[CH:11][CH:10]=1)=[C:15]([C:22]([O:24]C)=[O:23])[C:16]=2[C:18]([O:20]C)=[O:19])[C:2]1[CH:7]=[CH:6][CH:5]=[CH:4][CH:3]=1.[OH-].[K+].O.Cl>CO>[CH2:1]([O:8][C:9]1[C:17]2[N:13]3[C:14]([C:26]([C:30]4[CH:31]=[CH:32][C:33]([O:36][CH2:37][C:38]5[CH:43]=[CH:42][CH:41]=[CH:40][CH:39]=5)=[CH:34][CH:35]=4)=[C:27]([CH2:28][CH3:29])[C:12]3=[CH:11][CH:10]=1)=[C:15]([C:22]([OH:24])=[O:23])[C:16]=2[C:18]([OH:20])=[O:19])[C:2]1[CH:3]=[CH:4][CH:5]=[CH:6][CH:7]=1 |f:1.2|. Reported procedure: Dimethyl 7-Benzyloxy-3-(4-benzyloxyphenyl)-4-ethylpyrrolo[2,1,5-cd]indolizine-1,2-dicarboxylate (1.0 g, 1.7 mmol) was dissolved in 100 ml of methanol. Potassium hydroxide (3.37 g, 60 mmol) and 2 ml of water was added and the mixture was heated to reflux for 4 days. The reaction mixture was allowed to cool to room temperature and acidified with concentrated hydrochloric acid until pH=1. The resulting precipitate was filtered off, and washed with water and ethanol. This gave 0.89 g (96%) of 7-benz...